describe an organic reaction: reactants, conditions, products, and yield From a dataset of the Open Reaction Database (ORD), a public repository of structured organic reaction records. The reactants are OC1CN(c2nc3ccc(Br)cc3s2)C1, O=C([O-])[O-], CCO, Cn1cc(B2OC(C)(C)C(C)(C)O2)cn1, ClCCl, [Na+], [Na+], C1COCCO1, Cl[Pd]Cl, c1ccc(P(c2ccccc2)c2ccccc2)cc1, c1ccc(P(c2ccccc2)c2ccccc2)cc1. The product is Cn1cc(-c2ccc3nc(N4CC(O)C4)sc3c2)cn1. As a reaction SMILES: [Br:1][c:2]1[cH:3][c:4]2[c:5]([n:6][c:7]([N:9]3[CH2:10][CH:11]([OH:13])[CH2:12]3)[s:8]2)[cH:14][cH:15]1.[C:40](=[O:41])([O-:42])[O-:43].[CH2:31]([OH:32])[CH3:33].[CH3:16][n:17]1[n:18][cH:19][c:20]([B:22]2[O:23][C:24]([CH3:25])([CH3:26])[C:27]([CH3:28])([CH3:29])[O:30]2)[cH:21]1.[Cl:46][CH2:47][Cl:48].[Na+:44].[Na+:45].[O:34]1[CH2:35][CH2:36][O:37][CH2:38][CH2:39]1.[Pd:49]([Cl:50])[Cl:51].[c:52]1([P:53]([c:54]2[cH:55][cH:56][cH:57][cH:58][cH:59]2)[c:60]2[cH:61][cH:62][cH:63][cH:64][cH:65]2)[cH:66][cH:67][cH:68][cH:69][cH:70]1.[c:71]1([P:72]([c:73]2[cH:74][cH:75][cH:76][cH:77][cH:78]2)[c:79]2[cH:80][cH:81][cH:82][cH:83][cH:84]2)[cH:85][cH:86][cH:87][cH:88][cH:89]1>>[c:2]1(-[c:20]2[cH:19][n:18][n:17]([CH3:16])[cH:21]2)[cH:3][c:4]2[c:5]([n:6][c:7]([N:9]3[CH2:10][CH:11]([OH:13])[CH2:12]3)[s:8]2)[cH:14][cH:15]1. Reactants: bishydrochloride, N (NH3), ON=C(C1=CN=CC=C1)Cl (N-Hydroxynicotinimidoyl chloride), C(#C)C=1C=NC=CC1 (3-ethynylpyridine). Product: N1=CC(=CC=C1)C1=NOC(=C1)C=1C=NC=CC1 (3,5-Di(pyridin-3-yl)isoxazole). RXN SMILES: [OH:1][N:2]=[C:3](Cl)[C:4]1[CH:9]=[CH:8][CH:7]=[N:6][CH:5]=1.[C:11]([C:13]1[CH:14]=[N:15][CH:16]=[CH:17][CH:18]=1)#[CH:12].N>>[N:6]1[CH:7]=[CH:8][CH:9]=[C:4]([C:3]2[CH:12]=[C:11]([C:13]3[CH:14]=[N:15][CH:16]=[CH:17][CH:18]=3)[O:1][N:2]=2)[CH:5]=1. Reported procedure: The titled compound was prepared as the bishydrochloride salt according to Method CA using the product of Example 1A (0.78 g, 5.0 mmol) and 3-ethynylpyridine (Aldrich, 0.52 g, 5.0 mmol). 1H NMR (300 MHz, DMSO-d6) δ 7.76 (dd, J=8.1, 5.1 Hz, 1H), 7.79-7.86 (m, 1H), 7.98 (s, 1H), 8.44 (dt, J=8.0, 2.0, 1.9 Hz, 1H), 8.55 (dt, J=8.1, 1.9 Hz, 1H), 8.80 (dd, J=4.9, 1.5 Hz, 1H), 8.86 (dd, J=5.1, 1.7 Hz, 1H), 9.21 (d, J=2.0 Hz, 1H), 9.23 (d, J=2.0 Hz, 1H) ppm; MS (DCI/NH3) m/z 224 (M+H)+. Starting materials: C1CCOC1, CN(C)CCN(C)C, [Li]CCCC, Cn1cnc2c(N3CCOCC3)nc(Cl)nc21, ClCCI. Yields the product Cn1c(I)nc2c(N3CCOCC3)nc(Cl)nc21. RXN SMILES: [CH2:35]1[O:36][CH2:37][CH2:38][CH2:39]1.[CH3:18][N:19]([CH3:20])[CH2:21][CH2:22][N:23]([CH3:24])[CH3:25].[CH3:26][CH2:27][CH2:28][CH2:29][Li:30].[Cl:1][c:2]1[n:3][c:4]([N:12]2[CH2:13][CH2:14][O:15][CH2:16][CH2:17]2)[c:5]2[n:6][cH:7][n:8]([CH3:11])[c:9]2[n:10]1.[Cl:31][CH2:32][CH2:33][I:34]>>[Cl:1][c:2]1[n:3][c:4]([N:12]2[CH2:13][CH2:14][O:15][CH2:16][CH2:17]2)[c:5]2[n:6][c:7]([I:34])[n:8]([CH3:11])[c:9]2[n:10]1. Reactants: ClC1=NC2=CC=C(C=C2C(=C1C)Cl)F (2,4-dichloro-6-fluoro-3-methylquinoline), O (water), FC=1C=C(C=NC1)B(O)O (5-fluoropyridin-3-ylboronic acid), C([O-])([O-])=O.[Na+].[Na+] (sodium carbonate). Reagents/catalysts: C=1C=CC(=CC1)[P](C=2C=CC=CC2)(C=3C=CC=CC3)[Pd]([P](C=4C=CC=CC4)(C=5C=CC=CC5)C=6C=CC=CC6)([P](C=7C=CC=CC7)(C=8C=CC=CC8)C=9C=CC=CC9)[P](C=1C=CC=CC1)(C=1C=CC=CC1)C=1C=CC=CC1 (tetrakis(triphenylphosphine)palladium(0)). The solvent is C1(=CC=CC=C1)C (toluene). The product is ClC1=C(C(=NC2=CC=C(C=C12)F)C=1C=NC=C(C1)F)C (4-Chloro-6-fluoro-2-(5-fluoropyridin-3-yl)-3-methylquinoline). RXN SMILES: Cl[C:2]1[C:11]([CH3:12])=[C:10]([Cl:13])[C:9]2[C:4](=[CH:5][CH:6]=[C:7]([F:14])[CH:8]=2)[N:3]=1.[F:15][C:16]1[CH:17]=[C:18](B(O)O)[CH:19]=[N:20][CH:21]=1.C(=O)([O-])[O-].[Na+].[Na+].O>C1(C)C=CC=CC=1.C1C=CC([P]([Pd]([P](C2C=CC=CC=2)(C2C=CC=CC=2)C2C=CC=CC=2)([P](C2C=CC=CC=2)(C2C=CC=CC=2)C2C=CC=CC=2)[P](C2C=CC=CC=2)(C2C=CC=CC=2)C2C=CC=CC=2)(C2C=CC=CC=2)C2C=CC=CC=2)=CC=1>[Cl:13][C:10]1[C:9]2[C:4](=[CH:5][CH:6]=[C:7]([F:14])[CH:8]=2)[N:3]=[C:2]([C:18]2[CH:19]=[N:20][CH:21]=[C:16]([F:15])[CH:17]=2)[C:11]=1[CH3:12] |f:2.3.4,^1:42,44,63,82|. Procedure: Prepared according to general Procedure F using 2,4-dichloro-6-fluoro-3-methylquinoline (300 mg, 1.3 mmol), 5-fluoropyridin-3-ylboronic acid (160 mg, 1.3 mmol), tetrakis(triphenylphosphine)palladium(0) (151 mg, 0.13 mmol), sodium carbonate (242 mg, 2.28 mmol) in toluene:water (5 mL:2 mL) and heating at 130° C. overnight. After purification 4-chloro-6-fluoro-2-(5-fluoropyridin-3-yl)-3-methylquinoline was obtained as a white solid. Mass Spectrum (ESI) m/e=291.0 (M+1). The reactants are [H-].[Al+3].[Li+].[H-].[H-].[H-] (lithium aluminium hydride), FC=1C=CC(=C(C1)C(C[C@@](C(=O)O)(C(F)(F)F)O)(C)C)OC ((2R)-4-[5-fluoro-2-(methyloxy)phenyl]-2-hydroxy-4-methyl-2-(trifluoromethyl)pentanoic acid). Solvent: O1CCCC1 (tetrahydrofuran). Run at temperature 50 celsius, time 13 hour. The product is FC=1C=CC(=C(C1)C(C[C@](CO)(O)C(F)(F)F)(C)C)OC ((2R)-4-[5-Fluoro-2-(methyloxy)phenyl]-4-methyl-2-(trifluoromethyl)-1,2-pentanediol). Isolated yield 44.5%. As a reaction SMILES: [H-].[Al+3].[Li+].[H-].[H-].[H-].[F:7][C:8]1[CH:9]=[CH:10][C:11]([O:27][CH3:28])=[C:12]([C:14]([CH3:26])([CH3:25])[CH2:15][C@:16]([OH:24])([C:20]([F:23])([F:22])[F:21])[C:17](O)=[O:18])[CH:13]=1>O1CCCC1>[F:7][C:8]1[CH:9]=[CH:10][C:11]([O:27][CH3:28])=[C:12]([C:14]([CH3:26])([CH3:25])[CH2:15][C@@:16]([C:20]([F:22])([F:23])[F:21])([OH:24])[CH2:17][OH:18])[CH:13]=1 |f:0.1.2.3.4.5|. Reported procedure: A solution of lithium aluminium hydride (1M in tetrahydrofuran, 12.6 mL, 12.6 mmol) was introduced into a flask under a nitrogen atmosphere. The solution was heated to 50° C. under nitrogen. (2R)-4-[5-fluoro-2-(methyloxy)phenyl]-2-hydroxy-4-methyl-2-(trifluoromethyl)pentanoic acid (2 g, 6.17 mmol) in tetrahydrofuran (4 mL) was then added dropwise using a syringe pump (50 mL/h addition rate). The solution was then stirred for 13 h at 50° C. The reaction mixture was then cooled to 0° C. and quench... Reactants: C=Cc1c(C(=O)OCC)c(OCc2ccccc2)c2n1C(C)CN(C)C2=O, C1CCOC1, CCOC(C)=O, [O-][I+3]([O-])([O-])[O-], [Na+], [Na+], [Na+], O=S([O-])[O-]. Yields the product CCOC(=O)c1c(OCc2ccccc2)c2n(c1C=O)C(C)CN(C)C2=O. As a reaction SMILES: [CH2:1]([c:2]1[cH:3][cH:4][cH:5][cH:6][cH:7]1)[O:8][c:9]1[c:10]([C:23](=[O:24])[O:25][CH2:26][CH3:27])[c:11]([CH:21]=[CH2:22])[n:12]2[c:13]1[C:14](=[O:20])[N:15]([CH3:19])[CH2:16][CH:17]2[CH3:18].[CH2:40]1[O:41][CH2:42][CH2:43][CH2:44]1.[CH3:45][CH2:46][O:47][C:48](=[O:49])[CH3:50].[I+3:28]([O-:29])([O-:30])([O-:31])[O-:32].[Na+:33].[Na+:38].[Na+:39].[S:34]([O-:35])([O-:36])=[O:37]>>[CH2:1]([c:2]1[cH:3][cH:4][cH:5][cH:6][cH:7]1)[O:8][c:9]1[c:10]([C:23](=[O:24])[O:25][CH2:26][CH3:27])[c:11]([CH:21]=[O:29])[n:12]2[c:13]1[C:14](=[O:20])[N:15]([CH3:19])[CH2:16][CH:17]2[CH3:18].